From a dataset of the Open Reaction Database (ORD), a public repository of structured organic reaction records. describe an organic reaction: reactants, conditions, products, and yield The reactants are [N+](=O)(O)[O-] (nitric acid), C(#N)CN1C(COC2=C1C=CC=C2)=O (4-cyanomethyl-2H-1,4-benzoxazin-3(4H)-one), [OH-].[Na+] (sodium hydroxide), C(C)(=O)OC(C)=O (acetic anhydride), S(O)(O)(=O)=O (sulfuric acid). Run in O (water). Run at temperature 0 celsius, time 20 minute. The product is C(#N)CN1C(COC2=C1C=C(C=C2)[N+](=O)[O-])=O (4-cyanomethyl-6-nitro-2H-1,4-benzoxazin-3(4H)-one). As a reaction SMILES: [N+:1]([O-:4])(O)=[O:2].C(OC(=O)C)(=O)C.S(=O)(=O)(O)O.[C:17]([CH2:19][N:20]1[C:25]2[CH:26]=[CH:27][CH:28]=[CH:29][C:24]=2[O:23][CH2:22][C:21]1=[O:30])#[N:18].[OH-].[Na+]>O>[C:17]([CH2:19][N:20]1[C:25]2[CH:26]=[C:27]([N+:1]([O-:4])=[O:2])[CH:28]=[CH:29][C:24]=2[O:23][CH2:22][C:21]1=[O:30])#[N:18] |f:4.5|. Reported procedure: Fuming (α 1.52) nitric acid (1.3 ml) is added dropwise to 0° C. to acetic anhydride (11.3 g), and thereafter a catalytic amount of concentrated sulfuric acid is added. To the solution is added portionwise at 0° C. 4-cyanomethyl-2H-1,4-benzoxazin-3(4H)-one (1.88 g). The mixture is stirred at 0° C. for 20 minutes, treated dropwise with a cold solution which is made by dissolving sodium hydroxide (10 g) in water (87.5 ml) and cooled to 0° C., stirred at 0° C. for 30 minutes to finish the reaction, ... The reactants are [Br-], BrCCCBr, ClCCl, CCCC[N+](CCCC)(CCCC)CCCC, Oc1ccc(F)cc1, [Na+], [OH-], O. The product is Fc1ccc(OCCCBr)cc1. As a reaction SMILES: [Br-:19].[Br:9][CH2:10][CH2:11][CH2:12][Br:13].[CH2:16]([Cl:17])[Cl:18].[CH2:20]([N+:21]([CH2:22][CH2:23][CH2:24][CH3:25])([CH2:26][CH2:27][CH2:28][CH3:29])[CH2:30][CH2:31][CH2:32][CH3:33])[CH2:34][CH2:35][CH3:36].[F:1][c:2]1[cH:3][cH:4][c:5]([OH:8])[cH:6][cH:7]1.[Na+:15].[OH-:14].[OH2:37]>>[F:1][c:2]1[cH:3][cH:4][c:5]([O:8][CH2:12][CH2:11][CH2:10][Br:9])[cH:6][cH:7]1. Yield: 59.8%. Procedure: Following the procedure of Example 15, making variations only as required to use 6-chloropyridazine-3-carboxylic acid [2-(4-fluorophenyl)ethyl]amide in place of 6-chloropyridazine-3-carboxylic acid (2-cyclopropyl-2-hydroxyethyl)amide to react with piperazin-1-yl-(2-trifluoromethylphenyl)methanone, the title compound was obtained as a white powder (59.8% yield). 1H NMR (400 MHz, CDCl3) δ 8.05, 7.92, 7.72-7.76, 7.66-7.54, 7.38-7.34, 7.20-7.14, 7.0-6.94, 4.10-4.02, 3.92-3.84, 3.80-3.68, 3.37-3.36, ... The reactants are FC1=CC=C(C=C1)CCNC(=O)C=1N=NC(=CC1)Cl (6-chloropyridazine-3-carboxylic acid [2-(4-fluorophenyl)ethyl]amide), N1(CCNCC1)C(=O)C1=C(C=CC=C1)C(F)(F)F (piperazin-1-yl-(2-trifluoromethylphenyl)methanone). Reaction SMILES: [F:1][C:2]1[CH:7]=[CH:6][C:5]([CH2:8][CH2:9][NH:10][C:11]([C:13]2[N:14]=[N:15][C:16](Cl)=[CH:17][CH:18]=2)=[O:12])=[CH:4][CH:3]=1.[N:20]1([C:26]([C:28]2[CH:33]=[CH:32][CH:31]=[CH:30][C:29]=2[C:34]([F:37])([F:36])[F:35])=[O:27])[CH2:25][CH2:24][NH:23][CH2:22][CH2:21]1>>[F:1][C:2]1[CH:7]=[CH:6][C:5]([CH2:8][CH2:9][NH:10][C:11]([C:13]2[N:14]=[N:15][C:16]([N:23]3[CH2:24][CH2:25][N:20]([C:26](=[O:27])[C:28]4[CH:33]=[CH:32][CH:31]=[CH:30][C:29]=4[C:34]([F:37])([F:35])[F:36])[CH2:21][CH2:22]3)=[CH:17][CH:18]=2)=[O:12])=[CH:4][CH:3]=1. The product is FC1=CC=C(C=C1)CCNC(=O)C=1N=NC(=CC1)N1CCN(CC1)C(C1=C(C=CC=C1)C(F)(F)F)=O (6-[4-(2-TRIFLUOROMETHYLBENZOYL)PIPERAZIN-1-YL]PYRIDAZINE-3-CARBOXYLIC ACID [2-(4-FLUOROPHENYL)ETHYL]AMIDE), powder. Reactants: Brc1csc(C#Cc2ccc(OCCN3CCCC3)cc2)c1, O=C([O-])[O-], C1COCCO1, OB(O)Oc1ccc(Cl)cc1, [Na+], [Na+]. The product is Clc1ccc(-c2csc(C#Cc3ccc(OCCN4CCCC4)cc3)c2)cc1. RXN SMILES: [Br:7][c:8]1[cH:9][c:10]([C:13]#[C:14][c:15]2[cH:16][cH:17][c:18]([O:19][CH2:20][CH2:21][N:22]3[CH2:23][CH2:24][CH2:25][CH2:26]3)[cH:27][cH:28]2)[s:11][cH:12]1.[C:1](=[O:2])([O-:3])[O-:4].[CH2:40]1[O:41][CH2:42][CH2:43][O:44][CH2:45]1.[Cl:29][c:30]1[cH:31][cH:32][c:33]([O:36][B:37]([OH:38])[OH:39])[cH:34][cH:35]1.[Na+:5].[Na+:6]>>[c:8]1(-[c:33]2[cH:32][cH:31][c:30]([Cl:29])[cH:35][cH:34]2)[cH:9][c:10]([C:13]#[C:14][c:15]2[cH:16][cH:17][c:18]([O:19][CH2:20][CH2:21][N:22]3[CH2:23][CH2:24][CH2:25][CH2:26]3)[cH:27][cH:28]2)[s:11][cH:12]1. Starting materials: ClC1=NC=C2NC(NC2=N1)=S (2-chloro-7H-purine-8(9H)-thione), [OH-].[K+] (potassium hydroxide), IC (iodomethane). Solvent: CCO (EtOH). Run at time 4 hour. Product: ClC1=NC=C2NC(=NC2=N1)SC (2-chloro-8-(methylthio)-7H-purine). RXN SMILES: [Cl:1][C:2]1[N:10]=[C:9]2[C:5]([NH:6][C:7](=[S:11])[NH:8]2)=[CH:4][N:3]=1.[OH-].[K+].I[CH3:15]>CCO>[Cl:1][C:2]1[N:10]=[C:9]2[C:5]([NH:6][C:7]([S:11][CH3:15])=[N:8]2)=[CH:4][N:3]=1 |f:1.2|. Reported procedure: To a stirring solution of 2-chloro-7H-purine-8(9H)-thione (2.00 g, 10.72 mmol) and potassium hydroxide (722 mg, 12.86 mmol) in anhydrous EtOH (66.4 mL) was added iodomethane (0.67 mL, 10.72 mmol). The reaction solution was stirred under N2 at RT for 4 h, then partitioned between EtOAc (85 mL) and 2N HCl (15 mL) and allowed to settle overnight. To the aqueous layer, which contained solid material, was added more water (60 mL). The mixture was filtered, and dried under vacuum to afford the title c... Starting materials: Cyclodextrin, cannabinoids, C[C@H](CCCC(C)C(=O)O)[C@H]1CC[C@@H]2[C@@]1([C@H](C[C@H]3[C@H]2[C@@H](C[C@H]4[C@@]3(CC[C@H](C4)O)C)O)O)C (THCA), CN(C)C=O (DMF), cyclodextrin, CCCCCC1=CC(=C(C(=C1C(=O)O)O)C/C=C(\C)/CCC=C(C)C)O (CBGA). The solvent is CS(=O)C (DMSO), CS(=O)C (DMSO), CC(C)O (IPA). Product: C[C@H](CCCC(C)C(=O)O)[C@H]1CC[C@@H]2[C@@]1([C@H](C[C@H]3[C@H]2[C@@H](C[C@H]4[C@@]3(CC[C@H](C4)O)C)O)O)C (THCA), CCCCCC1=CC2=C(C=CC(O2)(C)CCC=C(C)C)C(=C1C(=O)O)[O-] (CBCA). As a reaction SMILES: CN(C=O)C.[CH3:6][CH2:7][CH2:8][CH2:9][CH2:10][C:11]1[C:16]([C:17]([OH:19])=[O:18])=[C:15]([OH:20])[C:14]([CH2:21]/[CH:22]=[C:23](/[CH2:25][CH2:26][CH:27]=[C:28]([CH3:30])[CH3:29])\[CH3:24])=[C:13]([OH:31])[CH:12]=1.[CH3:32][C@@H:33]([C@@H:42]1[C@@:46]2([CH3:63])[C@@H:47]([OH:62])[CH2:48][C@@H:49]3[C@@:54]4([CH3:60])[CH2:55][CH2:56][C@@H:57]([OH:59])[CH2:58][C@H:53]4[CH2:52][C@@H:51]([OH:61])[C@H:50]3[C@@H:45]2[CH2:44][CH2:43]1)[CH2:34][CH2:35][CH2:36][CH:37]([C:39]([OH:41])=[O:40])[CH3:38]>CS(C)=O.CC(O)C>[CH3:32][C@@H:33]([C@@H:42]1[C@@:46]2([CH3:63])[C@@H:47]([OH:62])[CH2:48][C@@H:49]3[C@@:54]4([CH3:60])[CH2:55][CH2:56][C@@H:57]([OH:59])[CH2:58][C@H:53]4[CH2:52][C@@H:51]([OH:61])[C@H:50]3[C@@H:45]2[CH2:44][CH2:43]1)[CH2:34][CH2:35][CH2:36][CH:37]([C:39]([OH:41])=[O:40])[CH3:38].[CH3:6][CH2:7][CH2:8][CH2:9][CH2:10][C:11]1[C:16]([C:17]([OH:19])=[O:18])=[C:15]([O-:20])[C:14]2[CH:21]=[CH:22][C:23]([CH2:25][CH2:26][CH:27]=[C:28]([CH3:30])[CH3:29])([CH3:24])[O:31][C:13]=2[CH:12]=1. Procedure: Table 6 below shows that DMSO, DMF, IPA and cyclodextrin facilitated solubilization of cannabinoids. Cyclodextrin solubilized up to 20-25 g/L of CBGA for conversion. Enzymatic rate was enhanced when 20% DMSO (v/v) was added to the reaction mixture and THCA synthase produced both THCA and CBCA in the reaction (Table 7).